From a dataset of the Open Reaction Database (ORD), a public repository of structured organic reaction records. describe an organic reaction: reactants, conditions, products, and yield Reactants: C(CCCC)O (1-pentanol), C(C)(C)(C)OOC(C)(C)C (tert-butyl peroxide), C1CCCCC1 (cyclohexane), {[Cl2NN]Cu}2(benzene). Run at temperature 90 celsius. The product is C1(CCCCC1)OCCCCC (c-C6H11—OCH2CH2CH2CH2CH3). Yield: 40.0%. RXN SMILES: [CH2:1]([OH:6])[CH2:2][CH2:3][CH2:4][CH3:5].[CH2:7]1[CH2:12][CH2:11][CH2:10][CH2:9][CH2:8]1.C(OOC(C)(C)C)(C)(C)C>>[CH:7]1([O:6][CH2:1][CH2:2][CH2:3][CH2:4][CH3:5])[CH2:12][CH2:11][CH2:10][CH2:9][CH2:8]1. Procedure details: Into a pressure vessel 1-pentanol (109 μL, 1 mmol, 1 eq) was added and diluted with cyclohexane (1.080 mL, 10 mmol, 10 eq). To this stirring solution was added 1 mol % of a stock solution of {[Cl2NN]Cu}2(benzene) from the catalyst stock solution described in Example 4 (200 μL=0.01 mmol). After adding of tert-butyl peroxide (220 μL, 1.2 mmol), the pressure vessel was sealed and heated to 90° C. for 24 hr. The catalyst was separated by exposing the mixture to air and filtering through Celite®. Aft... Reactants: BrCC1CO1, CC(C)c1cc(C=Cc2ccccc2O)on1, [H-], [Na+]. Yields the product CC(C)c1cc(C=Cc2ccccc2OCC2CO2)on1. As a reaction SMILES: [Br:20][CH2:21][CH:22]1[CH2:23][O:24]1.[CH:3]([CH3:4])([CH3:5])[c:6]1[n:7][o:8][c:9]([CH:11]=[CH:12][c:13]2[c:14]([OH:19])[cH:15][cH:16][cH:17][cH:18]2)[cH:10]1.[H-:1].[Na+:2]>>[CH:3]([CH3:4])([CH3:5])[c:6]1[n:7][o:8][c:9]([CH:11]=[CH:12][c:13]2[c:14]([O:19][CH2:21][CH:22]3[CH2:23][O:24]3)[cH:15][cH:16][cH:17][cH:18]2)[cH:10]1. Starting materials: S(=O)(=O)(O)C(C(=O)O)C=1C=CC2=C(CCO2)C1 (α-Sulfo(2,3-dihydro-5-benzofuranyl)acetic acid), S(=O)(Cl)Cl (thionyl cloride), CN(C=O)C (dimethylformamide). Run in C(C)OCC (diethyl ether), CCCCCC (hexane), C(C)OCC (diethyl ether). Yields the product S(=O)(=O)(O)C(C(=O)Cl)C=1C=CC2=C(CCO2)C1 (α-Sulfo(2,3-dihydro-5-benzofuranyl)acetyl chloride). As a reaction SMILES: [S:1]([CH:5]([C:9]1[CH:10]=[CH:11][C:12]2[O:16][CH2:15][CH2:14][C:13]=2[CH:17]=1)[C:6](O)=[O:7])([OH:4])(=[O:3])=[O:2].S(Cl)([Cl:20])=O.CN(C)C=O>C(OCC)C.CCCCCC>[S:1]([CH:5]([C:9]1[CH:10]=[CH:11][C:12]2[O:16][CH2:15][CH2:14][C:13]=2[CH:17]=1)[C:6]([Cl:20])=[O:7])([OH:4])(=[O:3])=[O:2]. Procedure: α-Sulfo(2,3-dihydro-5-benzofuranyl)acetyl chloride is prepared according to the general method described in J. Med. Chem., 15, 1105 (1972). α-Sulfo(2,3-dihydro-5-benzofuranyl)acetic acid 20 mmole is added slowly to a solution of diethyl ether (4 ml) and thionyl cloride (150 mmole). The mixture is stirred at room temperature until the gas evolution stops. Then about 0.2 ml of dimethylformamide is added and the solution heated at 40° C. for 4 hours. The mixture is diluted with 30 ml of diethyl eth... Starting materials: BrC=1SC=C(N1)CON=C(C1=CC=CC=C1)C1=NN=NN1C (N-[(2-bromo-1,3-thiazol-4-yl)methoxy]-1-(1-methyl-1H-tetrazol-5-yl)-1-phenylmethanimine), N#N (N2), C(C)N(C(C)C)C(C)C (N-ethyldiisopropylamine), C1(CC1)C#C (cyclopropylacetylene). The reagents and catalysts are C=1C=CC(=CC1)[P](C=2C=CC=CC2)(C=3C=CC=CC3)[Pd]([P](C=4C=CC=CC4)(C=5C=CC=CC5)C=6C=CC=CC6)([P](C=7C=CC=CC7)(C=8C=CC=CC8)C=9C=CC=CC9)[P](C=1C=CC=CC1)(C=1C=CC=CC1)C=1C=CC=CC1 (Tetrakis(triphenylphosphine)palladium), [Cu]I (Copper(I) Iodide). Run in C1CCOC1 (THF), CCOC(=O)C (EtOAc). Conditions: time 20 hour. Product: C1(CC1)C#CC=1SC=C(N1)CON=C(C1=CC=CC=C1)C1=NN=NN1C (N-{[2-(cyclopropylethynyl)-1,3-thiazol-4-yl]methoxy}-1-(1-methyl-1H-tetrazol-5-yl)-1-phenylmethanimine). Isolated yield 59.5%. RXN SMILES: Br[C:2]1[S:3][CH:4]=[C:5]([CH2:7][O:8][N:9]=[C:10]([C:17]2[N:21]([CH3:22])[N:20]=[N:19][N:18]=2)[C:11]2[CH:16]=[CH:15][CH:14]=[CH:13][CH:12]=2)[N:6]=1.N#N.[CH:25]1([C:28]#[CH:29])[CH2:27][CH2:26]1.C(N(C(C)C)C(C)C)C>C1COCC1.CCOC(C)=O.[Cu]I.C1C=CC([P]([Pd]([P](C2C=CC=CC=2)(C2C=CC=CC=2)C2C=CC=CC=2)([P](C2C=CC=CC=2)(C2C=CC=CC=2)C2C=CC=CC=2)[P](C2C=CC=CC=2)(C2C=CC=CC=2)C2C=CC=CC=2)(C2C=CC=CC=2)C2C=CC=CC=2)=CC=1>[CH:25]1([C:28]#[C:29][C:2]2[S:3][CH:4]=[C:5]([CH2:7][O:8][N:9]=[C:10]([C:17]3[N:21]([CH3:22])[N:20]=[N:19][N:18]=3)[C:11]3[CH:16]=[CH:15][CH:14]=[CH:13][CH:12]=3)[N:6]=2)[CH2:27][CH2:26]1 |^1:55,57,76,95|. Procedure: To a stirred solution of N-[(2-bromo-1,3-thiazol-4-yl)methoxy]-1-(1-methyl-1H-tetrazol-5-yl)-1-phenylmethanimine (1 g, 2.63 mmol, 1 eq.) in 20 ml dry THF “degassed” with N2, was added cyclopropylacetylene (70%, 0.996 g, 10.54 mmol, 4 eq.) followed by N-ethyldiisopropylamine (1.36 g, 10.54 mmol, 4 eq.), Copper(I) Iodide (0.025 g, 0.132 mmol, 0.05 eq.) and Tetrakis(triphenylphosphine)palladium (0.152 g, 0.132 mmol, 0.05 eq.). The reaction was stirred for 20 hrs at room temperature for complete con... The reactants are [Cl-].OC1CNC1 (3-hydroxyazetidine monochloride), C1CCC2=NCCCN2CC1 (1,8-diazabicyclo[5.4.0]-7-undecene), N1=CC=CC=C1 (pyridine), NC=1C=C(C(=CC1F)F)N1C=C(C(C2=CC(=C(C(=C12)C)F)F)=O)C(=O)O (1-(3-amino-4,6-difluorophenyl)-6,7-difluoro-8-methyl-4-oxo-1,4-dihydroquinoline-3-carboxylic acid). Solvent: C(C)OCC (Diethylether). Conditions: temperature 90 celsius, time 10 minute. The product is NC=1C=C(C(=CC1F)F)N1C=C(C(C2=CC(=C(C(=C12)C)N1CC(C1)O)F)=O)C(=O)O (1-(3-amino-4,6-difluorophenyl)-6-fluoro-7-(3-hydroxyazetidin-1-yl)-8-methyl-4-oxo-1,4-dihydroquinoline-3-carboxylic Acid). The yield is 40.8%. As a reaction SMILES: [Cl-].[OH:2][CH:3]1[CH2:6][NH:5][CH2:4]1.C1CCN2C(=NCCC2)CC1.N1C=CC=CC=1.[NH2:24][C:25]1[CH:26]=[C:27]([N:33]2[C:42]3[C:37](=[CH:38][C:39]([F:45])=[C:40](F)[C:41]=3[CH3:43])[C:36](=[O:46])[C:35]([C:47]([OH:49])=[O:48])=[CH:34]2)[C:28]([F:32])=[CH:29][C:30]=1[F:31]>C(OCC)C>[NH2:24][C:25]1[CH:26]=[C:27]([N:33]2[C:42]3[C:37](=[CH:38][C:39]([F:45])=[C:40]([N:5]4[CH2:6][CH:3]([OH:2])[CH2:4]4)[C:41]=3[CH3:43])[C:36](=[O:46])[C:35]([C:47]([OH:49])=[O:48])=[CH:34]2)[C:28]([F:32])=[CH:29][C:30]=1[F:31] |f:0.1|. Procedure: 70 mg of 3-hydroxyazetidine monochloride, 200 mg of 1,8-diazabicyclo[5.4.0]-7-undecene, and 200 mg of pyridine were stirred at 80° C., and to this mixture was added 150 mg of 1-(3-amino-4,6-difluorophenyl)-6,7-difluoro-8-methyl-4-oxo-1,4-dihydroquinoline-3-carboxylic acid. The mixture was stirred at 90° C. for 10 minutes. Diethylether was added to the reaction solution, and the solution was decanted. 1 ml of ethanol was added to the residue and the solid precipitate was collected by filtration a... Starting materials: ClC1=C(C(=O)O)C(=C(C=C1[N+](=O)[O-])[N+](=O)[O-])NC1=CC=C(C=C1)OCC1=CC=C(C=C1)OC (2-chloro-6-[[4-[(4-methoxyphenyl)methoxy]phenyl]amino]-3,5-dinitrobenzoic acid), CN(C1=CC=CC=C1)C (N,N-dimethylaniline), P(=O)(Cl)(Cl)Cl (phosphorus oxychloride). The solvent is ClCCCl (1,2-dichloroethane). Reaction conditions: time 2.5 hour. Yields the product ClC1=C(C=C(C=2NC3=CC=C(C=C3C(C12)=O)OCC1=CC=C(C=C1)OC)[N+](=O)[O-])[N+](=O)[O-] (1-Chloro-7-[(4-methoxyphenyl)methoxy]-2,4-dinitro-9(10H)-acridinone). RXN SMILES: [Cl:1][C:2]1[C:10]([N+:11]([O-:13])=[O:12])=[CH:9][C:8]([N+:14]([O-:16])=[O:15])=[C:7]([NH:17][C:18]2[CH:23]=[CH:22][C:21]([O:24][CH2:25][C:26]3[CH:31]=[CH:30][C:29]([O:32][CH3:33])=[CH:28][CH:27]=3)=[CH:20][CH:19]=2)[C:3]=1[C:4](O)=[O:5].CN(C)C1C=CC=CC=1.P(Cl)(Cl)(Cl)=O>ClCCCl>[Cl:1][C:2]1[C:3]2[C:4](=[O:5])[C:19]3[C:18](=[CH:23][CH:22]=[C:21]([O:24][CH2:25][C:26]4[CH:31]=[CH:30][C:29]([O:32][CH3:33])=[CH:28][CH:27]=4)[CH:20]=3)[NH:17][C:7]=2[C:8]([N+:14]([O-:16])=[O:15])=[CH:9][C:10]=1[N+:11]([O-:13])=[O:12]. Procedure: To a stirred, ice-cold mixture of 2.67 g of 2-chloro-6-[[4-[(4-methoxyphenyl)methoxy]phenyl]amino]-3,5-dinitrobenzoic acid, 18 ml of 1,2-dichloroethane, and 4.4 ml of N,N-dimethylaniline, was added 0.70 ml of phosphorus oxychloride. After 2.5 hours, the ice bath was removed and the mixture stirred 24 hours at room temperature. The precipitate was collected, washed with water, then with methanol, and dried to provide the title compound, melting above 240° C. with decomposition. The reactants are NCCN1C(C(=C(C2=NC=C(C=C12)CC1=CC=C(C=C1)F)O)C(=O)NCC1OCCC1)=O (1-(2-aminoethyl)-7-[(4-fluorophenyl)methyl]-4-hydroxy-2-oxo-N-(tetrahydro-2-furanylmethyl)-1,2-dihydro-1,5-naphthyridine-3-carboxamide), C(C)(C)N(CC)C(C)C (diisopropyl ethylamine), C(C)(=O)OC(C)=O (acetic anhydride). The solvent is CN(C)C=O (DMF). Yields the product C(C)(=O)NCCN1C(C(=C(C2=NC=C(C=C12)CC1=CC=C(C=C1)F)O)C(=O)NCC1OCCC1)=O (1-[2-(acetylamino)ethyl]-7-[(4-fluorophenyl)methyl]-4-hydroxy-2-oxo-N-(tetrahydro-2-furanylmethyl)-1,2-dihydro-1,5-naphthyridine-3-carboxamide). RXN SMILES: [NH2:1][CH2:2][CH2:3][N:4]1[C:13]2[C:8](=[N:9][CH:10]=[C:11]([CH2:14][C:15]3[CH:20]=[CH:19][C:18]([F:21])=[CH:17][CH:16]=3)[CH:12]=2)[C:7]([OH:22])=[C:6]([C:23]([NH:25][CH2:26][CH:27]2[CH2:31][CH2:30][CH2:29][O:28]2)=[O:24])[C:5]1=[O:32].C(N(C(C)C)CC)(C)C.[C:42](OC(=O)C)(=[O:44])[CH3:43]>CN(C=O)C>[C:42]([NH:1][CH2:2][CH2:3][N:4]1[C:13]2[C:8](=[N:9][CH:10]=[C:11]([CH2:14][C:15]3[CH:16]=[CH:17][C:18]([F:21])=[CH:19][CH:20]=3)[CH:12]=2)[C:7]([OH:22])=[C:6]([C:23]([NH:25][CH2:26][CH:27]2[CH2:31][CH2:30][CH2:29][O:28]2)=[O:24])[C:5]1=[O:32])(=[O:44])[CH3:43]. Reported procedure: A solution of 1-(2-aminoethyl)-7-[(4-fluorophenyl)methyl]-4-hydroxy-2-oxo-N-(tetrahydro-2-furanylmethyl)-1,2-dihydro-1,5-naphthyridine-3-carboxamide (0.025 g, 0.057 mmol) and diisopropyl ethylamine (0.05 mL, 0.29 mmol) in DMF (3 mL) under nitrogen was treated with acetic anhydride (0.06 mL, 0.63 mmol) at 40° C. The reaction was concentrated in vacuo and the resulting residue was treated with 1 N NaHSO4, filtered, washed with water, and dried in vacuo to provide the title compound as a pale yello... Starting materials: C(C)C1=NSC(=N1)N (3-Ethyl-5-amino-1,2,4-thiadiazole), C1CC(=O)N(C1=O)Br (NBS), CC(C)(C#N)N=NC(C)(C)C#N (AIBN). Run in C(Cl)(Cl)(Cl)Cl (CCl4). Run at temperature 80 celsius. Yields the product BrC(C)C1=NSC(=N1)N (3-(1-bromoethyl)-5-amino-1,2,4-thiadiazole). As a reaction SMILES: [CH2:1]([C:3]1[N:7]=[C:6]([NH2:8])[S:5][N:4]=1)[CH3:2].C1C(=O)N([Br:16])C(=O)C1.CC(N=NC(C#N)(C)C)(C#N)C>C(Cl)(Cl)(Cl)Cl>[Br:16][CH:1]([C:3]1[N:7]=[C:6]([NH2:8])[S:5][N:4]=1)[CH3:2]. Reported procedure: 3-Ethyl-5-amino-1,2,4-thiadiazole, 1.1 eq NBS and a small amount of AIBN were dissolved in CCl4 and refluxed at 80° C. over-night. Standard work up followed by purification on silica gel with DCM as mobile phase gave the 3-(1-bromoethyl)-5-amino-1,2,4-thiadiazole. Subsequently, 0.9 eq of NaI were dissolved in dry acetone and 3-(1-bromoethyl)-5-amino-1,2,4-thiadiazole. 1 eq of Na2CO3 and 1 eq of 3-fluorothiophenol were then added and the reaction was stirred at room temperature over-night. The re...